From a dataset of the Open Reaction Database (ORD), a public repository of structured organic reaction records. describe an organic reaction: reactants, conditions, products, and yield The reactants are C(C)(C)C1=NC(=C(C(=C1C=O)C1=CC=C(C=C1)F)CCCCC)C(C)C (2,6-Diisopropyl-4-(4-fluorophenyl)-5-pentyl-3-pyridine-carboxaldehyde), C(C)N (ethylamine). RXN SMILES: [CH:1]([C:4]1[C:9]([CH:10]=O)=[C:8]([C:12]2[CH:17]=[CH:16][C:15]([F:18])=[CH:14][CH:13]=2)[C:7]([CH2:19][CH2:20][CH2:21][CH2:22][CH3:23])=[C:6]([CH:24]([CH3:26])[CH3:25])[N:5]=1)([CH3:3])[CH3:2].[CH2:27]([NH2:29])[CH3:28]>CCOCC.C(Cl)Cl>[CH:1]([C:4]1[C:9]([CH2:10][NH:29][CH2:27][CH3:28])=[C:8]([C:12]2[CH:17]=[CH:16][C:15]([F:18])=[CH:14][CH:13]=2)[C:7]([CH2:19][CH2:20][CH2:21][CH2:22][CH3:23])=[C:6]([CH:24]([CH3:26])[CH3:25])[N:5]=1)([CH3:3])[CH3:2] |f:2.3|. Procedure details: The title compound was prepared from 2,6-diisopropyl-4-(4-fluorophenyl)-5-pentyl-3-pyridinecarboxaldehyde (Example 114, Step A) and ethylamine, according to the procedures described in Example 120. 1H NMR (300 MHz, CDCl3): δ 7.06 (m, 4 H), 3.18 (m, 4 H), 2.32 (q, J=7.4 Hz, 2 H), 2.15 (t, J=5.2 Hz, 2 H), 1.13 (m, 18 H), 0.839 (t, J=7.4 Hz, 3 H), 0.698 (t, J=6.6 Hz, 3 H). FAB-MS: calcd for (C25H37FN2) 384, found 385 (M+H). Anal. Calcd for C23H37FN2: C, 78.08; H, 9.70; N, 7.28; F, 4.94. Found: C, 7... Yields the product C(C)(C)C1=NC(=C(C(=C1CNCC)C1=CC=C(C=C1)F)CCCCC)C(C)C (2,6-Diisopropyl-3-(ethylamino)methyl-4-(4-fluorophenyl)-5-pentylpyridine). Run in CCOCC.C(Cl)Cl (ether CH2Cl2).